This data is from the Open Reaction Database (ORD), a public repository of structured organic reaction records. The task is: describe an organic reaction: reactants, conditions, products, and yield Reactants: CC1C(=NNC(S1)=O)C=1C=C2CC(NC2=CC1)=O (5-(3,6-dihydro-6-methyl-2-oxo-2H-1,3,4-thiadiazin-5-yl)-1,3-dihydro-2H-indol-2-one), [N+](=O)([O-])C1=C(C=O)C=CC=C1 (nitro benzaldehyde). The product is CC1C(=NNC(S1)=O)C=1C=C2C(C(NC2=CC1)=O)=CC1=C(C=CC=C1)[N+](=O)[O-] (1,3-Dihydro-5-(3,6-dihydro-6-methyl-2-oxo-2H-1,3,4-thiadiazin-5-yl)-3-(2-nitrophenylmethylene)-2H-indol-2-one). The yield is 33.0%. RXN SMILES: [CH3:1][CH:2]1[S:7][C:6](=[O:8])[NH:5][N:4]=[C:3]1[C:9]1[CH:10]=[C:11]2[C:15](=[CH:16][CH:17]=1)[NH:14][C:13](=[O:18])[CH2:12]2.[N+:19]([C:22]1[CH:29]=[CH:28][CH:27]=[CH:26][C:23]=1[CH:24]=O)([O-:21])=[O:20]>>[CH3:1][CH:2]1[S:7][C:6](=[O:8])[NH:5][N:4]=[C:3]1[C:9]1[CH:10]=[C:11]2[C:15](=[CH:16][CH:17]=1)[NH:14][C:13](=[O:18])[C:12]2=[CH:24][C:23]1[CH:26]=[CH:27][CH:28]=[CH:29][C:22]=1[N+:19]([O-:21])=[O:20]. Procedure details: Starting from 5-(3,6-dihydro-6-methyl-2-oxo-2H-1,3,4-thiadiazin-5-yl)-1,3-dihydro-2H-indol-2-one and 2 nitro benzaldehyde and following the method described in Example 10, the desired compound was obtained. Reactants: COC1=CC2=C(CC(N(C(C2)=O)CCCCl)=O)C=C1OC (1-(7,8-dimethoxy-1,3,4,5-tetrahydro-2H-3-benzazepine-2,4-dione-3-yl)-3-chloro-propane), CNCCC1=CC(=C(C=C1)OC)OC (N-methyl-N[2-(3,4-dimethoxy-phenyl)-ethyl]-amine). The product is Cl.COC1=CC2=C(CC(N(C(C2)=O)CCCN(CCC2=CC(=C(C=C2)OC)OC)C)=O)C=C1OC (1-[7,8-Dimethoxy-1,3,4,5-tetrahydro-2H-3-benzazepine-2,4-dione-3-yl]-3-[N-methyl-N-(2-{3,4-dimethoxy-phenyl}-ethyl)-amino]-propane hydrochloride). RXN SMILES: [CH3:1][O:2][C:3]1[C:19]([O:20][CH3:21])=[CH:18][C:6]2[CH2:7][C:8](=[O:17])[N:9]([CH2:13][CH2:14][CH2:15][Cl:16])[C:10](=[O:12])[CH2:11][C:5]=2[CH:4]=1.[CH3:22][NH:23][CH2:24][CH2:25][C:26]1[CH:31]=[CH:30][C:29]([O:32][CH3:33])=[C:28]([O:34][CH3:35])[CH:27]=1>>[ClH:16].[CH3:1][O:2][C:3]1[C:19]([O:20][CH3:21])=[CH:18][C:6]2[CH2:7][C:8](=[O:17])[N:9]([CH2:13][CH2:14][CH2:15][N:23]([CH3:22])[CH2:24][CH2:25][C:26]3[CH:31]=[CH:30][C:29]([O:32][CH3:33])=[C:28]([O:34][CH3:35])[CH:27]=3)[C:10](=[O:12])[CH2:11][C:5]=2[CH:4]=1 |f:2.3|. Procedure details: This compound was prepared analogous to Example 5(b) by reacting 1-(7,8-dimethoxy-1,3,4,5-tetrahydro-2H-3-benzazepine-2,4-dione-3-yl)-3-chloro-propane with N-methyl-N[2-(3,4-dimethoxy-phenyl)-ethyl]-amine. The reactants are Nc1ccc(S(=O)(=O)c2cc(Br)nc(N3CCCC3)c2)cc1, CCNCC, C#CC(C)(C)C, CN(C)C=O, [Cu]I, Cl[Pd]Cl, c1ccc(P(c2ccccc2)c2ccccc2)cc1, c1ccc(P(c2ccccc2)c2ccccc2)cc1. Yields the product CC(C)(C)C#Cc1cc(S(=O)(=O)c2ccc(N)cc2)cc(N2CCCC2)n1. As a reaction SMILES: [Br:1][c:2]1[n:3][c:4]([N:18]2[CH2:19][CH2:20][CH2:21][CH2:22]2)[cH:5][c:6]([S:8](=[O:9])(=[O:10])[c:11]2[cH:12][cH:13][c:14]([NH2:17])[cH:15][cH:16]2)[cH:7]1.[CH2:34]([NH:35][CH2:36][CH3:37])[CH3:38].[CH3:23][C:24]([C:25]#[CH:26])([CH3:27])[CH3:28].[CH3:29][N:30]([CH3:31])[CH:32]=[O:33].[Cu:39][I:40].[Pd:41]([Cl:42])[Cl:43].[c:44]1([P:45]([c:46]2[cH:47][cH:48][cH:49][cH:50][cH:51]2)[c:52]2[cH:53][cH:54][cH:55][cH:56][cH:57]2)[cH:58][cH:59][cH:60][cH:61][cH:62]1.[c:63]1([P:64]([c:65]2[cH:66][cH:67][cH:68][cH:69][cH:70]2)[c:71]2[cH:72][cH:73][cH:74][cH:75][cH:76]2)[cH:77][cH:78][cH:79][cH:80][cH:81]1>>[c:2]1([C:26]#[C:25][C:24]([CH3:23])([CH3:27])[CH3:28])[n:3][c:4]([N:18]2[CH2:19][CH2:20][CH2:21][CH2:22]2)[cH:5][c:6]([S:8](=[O:9])(=[O:10])[c:11]2[cH:12][cH:13][c:14]([NH2:17])[cH:15][cH:16]2)[cH:7]1. Starting materials: C(C=C)OC(=O)C1(OC2=C(O1)C=CC(=C2)C[C@@H](C)N(C(=O)OCC(Cl)(Cl)Cl)C[C@H](O)C2=CC(=CC=C2)Cl)C(=O)OCC=C (5-{(2R)-2-[[(2R)-2-(3-chloro-phenyl)-2-hydroxy-ethyl]-(2,2,2-trichloro-ethoxycarbonyl)-amino]-propyl}-benzo[1,3]dioxole-2,2-dicarboxylic acid diallyl ester). The reagents and catalysts are [Zn] (Zn). The solvent is C(C)(=O)O (acetic acid). Conditions: time 40 hour. The product is C(C=C)OC(=O)C1(OC2=C(O1)C=CC(=C2)C[C@@H](C)NC[C@H](O)C2=CC(=CC=C2)Cl)C(=O)OCC=C (5-{(2R)-2-[(2R)-2-(3-Chloro-phenyl)-2-hydroxy-ethylamino]-propyl}-benzo[1,3]dioxole-2,2-dicarboxylic acid diallyl ester). Isolated yield 66.0%. As a reaction SMILES: [CH2:1]([O:4][C:5]([C:7]1([C:38]([O:40][CH2:41][CH:42]=[CH2:43])=[O:39])[O:11][C:10]2[CH:12]=[CH:13][C:14]([CH2:16][C@H:17]([N:19]([CH2:28][C@@H:29]([C:31]3[CH:36]=[CH:35][CH:34]=[C:33]([Cl:37])[CH:32]=3)[OH:30])C(OCC(Cl)(Cl)Cl)=O)[CH3:18])=[CH:15][C:9]=2[O:8]1)=[O:6])[CH:2]=[CH2:3]>[Zn].C(O)(=O)C>[CH2:1]([O:4][C:5]([C:7]1([C:38]([O:40][CH2:41][CH:42]=[CH2:43])=[O:39])[O:11][C:10]2[CH:12]=[CH:13][C:14]([CH2:16][C@H:17]([NH:19][CH2:28][C@@H:29]([C:31]3[CH:36]=[CH:35][CH:34]=[C:33]([Cl:37])[CH:32]=3)[OH:30])[CH3:18])=[CH:15][C:9]=2[O:8]1)=[O:6])[CH:2]=[CH2:3]. Procedure details: A mixture of 370 mg (0.55 mmol) 5-{(2R)-2-[[(2R)-2-(3-chloro-phenyl)-2-hydroxy-ethyl]-(2,2,2-trichloro-ethoxycarbonyl)-amino]-propyl}-benzo[1,3]dioxole-2,2-dicarboxylic acid diallyl ester, 10 mL glacial acetic acid and 357 mg (5.46 mmol) of Zn dust were stirred at room temperature for 40 h. The reaction mixture was filtered through celite, poured into 50 mL brine, and extracted with 3×50 mL EtOAc. The combined organics were washed with 3×75 mL sat. NaHCO3, 1×75 mL brine, dried over Na2SO4, filte... Procedure: Potassium 1,1,2,2-tetrafluoro-4-(methacryloyloxy)butane-1-sulfonate (1.91 g, 5.75 mmol) and phenyl dibenzothiophenium bromide (2.14 g, 6.27 mmol) were added to a 100-mL round bottom flask, along with 15 mL of dichloromethane and 15 mL of distilled, de-ionized water. The mixture was vigorously stirred over the weekend. Stirring was stopped and the mixture separated into two clear layers; the organic layer was washed twice with 30 mL of 1% aqueous ammonium hydroxide and five times with 30 mL of di... Run in ClCCl (dichloromethane). RXN SMILES: [F:1][C:2]([F:18])([S:14]([O-:17])(=[O:16])=[O:15])[C:3]([F:13])([F:12])[CH2:4][CH2:5][O:6][C:7](=[O:11])[C:8]([CH3:10])=[CH2:9].[K+].[Br-].[C:21]1([C:27]2[C:35]3[C:34]4[CH:36]=[CH:37][CH:38]=[CH:39][C:33]=4[SH+:32][C:31]=3[CH:30]=[CH:29][CH:28]=2)[CH:26]=[CH:25][CH:24]=[CH:23][CH:22]=1>ClCCl>[F:18][C:2]([F:1])([S:14]([O-:17])(=[O:16])=[O:15])[C:3]([F:13])([F:12])[CH2:4][CH2:5][O:6][C:7](=[O:11])[C:8]([CH3:10])=[CH2:9].[C:21]1([C:27]2[C:35]3[C:34]4[CH:36]=[CH:37][CH:38]=[CH:39][C:33]=4[SH+:32][C:31]=3[CH:30]=[CH:29][CH:28]=2)[CH:22]=[CH:23][CH:24]=[CH:25][CH:26]=1 |f:0.1,2.3,5.6|. Isolated yield 75.7%. Reactants: FC(C(CCOC(C(=C)C)=O)(F)F)(S(=O)(=O)[O-])F.[K+] (Potassium 1,1,2,2-tetrafluoro-4-(methacryloyloxy)butane-1-sulfonate), [Br-].C1(=CC=CC=C1)C1=CC=CC=2[SH+]C3=C(C21)C=CC=C3 (phenyl dibenzothiophenium bromide). Product: FC(C(CCOC(C(=C)C)=O)(F)F)(S(=O)(=O)[O-])F.C1(=CC=CC=C1)C1=CC=CC=2[SH+]C3=C(C21)C=CC=C3 (phenyl dibenzothiophenium 1,1,2,2-tetrafluoro-4-(methacryloyloxy)butane-1-sulfonate). Starting materials: C(C1=CC=CC=C1)N1CC(C(C1)C1=CC=CC=C1)CO (1-benzyl-3-(SR)-hydroxymethyl-4-(SR)-phenylpyrrolidine). The reagents and catalysts are [OH-].[OH-].[Pd+2] (Pd(OH)2/C). Reaction conditions: time 1 hour. Yields the product OCC1CNCC1C1=CC=CC=C1 (3-(SR)-Hydroxymethyl-4-(SR)-phenylpyrrolidine). Isolated yield 100.5%. As a reaction SMILES: C([N:8]1[CH2:12][CH:11]([C:13]2[CH:18]=[CH:17][CH:16]=[CH:15][CH:14]=2)[CH:10]([CH2:19][OH:20])[CH2:9]1)C1C=CC=CC=1>[OH-].[OH-].[Pd+2]>[OH:20][CH2:19][CH:10]1[CH:11]([C:13]2[CH:18]=[CH:17][CH:16]=[CH:15][CH:14]=2)[CH2:12][NH:8][CH2:9]1 |f:1.2.3|. Procedure details: A mixture of 302 mg (1.1 mmol) of 1-benzyl-3-(SR)-hydroxymethyl-4-(SR)-phenylpyrrolidine (from Example 1, Step B) and 154 mg of 20% Pd(OH)2/C was hydrogenated at 40 psi on a Paar apparatus for 1 h. The catalyst was filtered and the filtrate was concentrated in vacuo to afford 196 mg (98%) of the title compound as an oil. 1H NMR (500 MHz, CDCl3): δ2.53-2.57 (m, 2H), 3.06-3.60 (6H), 7.24-7.35 (5H). Mass Spectrum (NH3-CI): m/z 178 (M+1). Starting materials: Cl (hydrochloric acid), COC=1N=NC=CC1C=1C(=NN2C1C=CC=C2)C2=CC=CC=C2 (3-(3-methoxypyridazin-4-yl)-2-phenylpyrazolo[1,5-a]pyridine). Solvent: O (water). Product: O=C1NN=CC=C1C=1C(=NN2C1C=CC=C2)C2=CC=CC=C2 (3-(3-oxo-2,3-dihydropyridazin-4-yl)-2-phenylpyrazolo[1,5-a]pyridine). Isolated yield 86.0%. Reaction SMILES: Cl.C[O:3][C:4]1[N:5]=[N:6][CH:7]=[CH:8][C:9]=1[C:10]1[C:11]([C:19]2[CH:24]=[CH:23][CH:22]=[CH:21][CH:20]=2)=[N:12][N:13]2[CH:18]=[CH:17][CH:16]=[CH:15][C:14]=12>O>[O:3]=[C:4]1[C:9]([C:10]2[C:11]([C:19]3[CH:24]=[CH:23][CH:22]=[CH:21][CH:20]=3)=[N:12][N:13]3[CH:18]=[CH:17][CH:16]=[CH:15][C:14]=23)=[CH:8][CH:7]=[N:6][NH:5]1. Procedure details: A concentrated hydrochloric acid (5 ml) was added to 3-(3-methoxypyridazin-4-yl)-2-phenylpyrazolo[1,5-a]pyridine (0.50 g) and refluxed for 2 hours and 30 minutes. After cooling, to the reaction mixture was added water (10 ml). The precipitates were collected by filtration to give 3-(3-oxo-2,3-dihydropyridazin-4-yl)-2-phenylpyrazolo[1,5-a]pyridine (0.41 g). Reactants: NCCCN1C(=NC=2C(=NC=3C=CC=CC3C21)N)CCCOC2=CC=CC=C2 (1-(3-aminopropyl)-2-(3-phenoxypropyl)-1H-imidazo[4,5-c]quinolin-4-amine), CS(=O)(=O)Cl (methanesulfonyl chloride). The solvent is C(Cl)(Cl)Cl (chloroform). Yields the product NC1=NC=2C=CC=CC2C2=C1N=C(N2CCCNS(=O)(=O)C)CCCOC2=CC=CC=C2 (N-{3-[4-amino-2-(3-phenoxypropyl)-1H-imidazo[4,5-c]quinolin-1-yl]propyl}methanesulfonamide). Procedure details: Using the general method of Example 242, except that chloroform was used in place of dichloromethane, 1-(3-aminopropyl)-2-(3-phenoxypropyl)-1H-imidazo[4,5-c]quinolin-4-amine (2.00 g, 5.32 mmol) was reacted with methanesulfonyl chloride (3+ g) to provide 1.38 g of N-{3-[4-amino-2-(3-phenoxypropyl)-1H-imidazo[4,5-c]quinolin-1-yl]propyl}methanesulfonamide as a solid, m.p. 176-178° C. Analysis: Calculated for C23H27N5O3S: % C, 60.91; % H, 6.00; % N, 15.44; Found: % C, 60.71; % H, 5.98; % N, 15.45. RXN SMILES: [NH2:1][CH2:2][CH2:3][CH2:4][N:5]1[C:17]2[C:16]3[CH:15]=[CH:14][CH:13]=[CH:12][C:11]=3[N:10]=[C:9]([NH2:18])[C:8]=2[N:7]=[C:6]1[CH2:19][CH2:20][CH2:21][O:22][C:23]1[CH:28]=[CH:27][CH:26]=[CH:25][CH:24]=1.[CH3:29][S:30](Cl)(=[O:32])=[O:31]>C(Cl)(Cl)Cl>[NH2:18][C:9]1[C:8]2[N:7]=[C:6]([CH2:19][CH2:20][CH2:21][O:22][C:23]3[CH:28]=[CH:27][CH:26]=[CH:25][CH:24]=3)[N:5]([CH2:4][CH2:3][CH2:2][NH:1][S:30]([CH3:29])(=[O:32])=[O:31])[C:17]=2[C:16]2[CH:15]=[CH:14][CH:13]=[CH:12][C:11]=2[N:10]=1.